Dataset: the Open Reaction Database (ORD), a public repository of structured organic reaction records. Task: describe an organic reaction: reactants, conditions, products, and yield Starting materials: CCOC(=O)C (EtOAc), COC(=O)C1=NNC2=CC(=CC=C12)Cl (6-Chloro-1H-indazole-3-carboxylic acid methyl ester), CC(C)C[AlH]CC(C)C (DIBAL-H), CC(C)C[AlH]CC(C)C (DIBAL-H). The solvent is C(Cl)Cl (CH2Cl2). Reaction conditions: time 10 minute. The product is ClC1=CC=C2C(=NN(C2=C1)C1OCCCC1)CO ([6Chloro-1-(tetrahydro-pyran-2-yl)-1H-indazol-3-yl]-methanol). RXN SMILES: CO[C:3]([C:5]1[C:13]2[C:8](=[CH:9][C:10]([Cl:14])=[CH:11][CH:12]=2)[NH:7][N:6]=1)=[O:4].CC(C[AlH]C[CH:21]([CH3:23])[CH3:22])C.[CH3:24][CH2:25][O:26]C(C)=O>C(Cl)Cl>[Cl:14][C:10]1[CH:9]=[C:8]2[C:13]([C:5]([CH2:3][OH:4])=[N:6][N:7]2[CH:22]2[CH2:21][CH2:23][CH2:24][CH2:25][O:26]2)=[CH:12][CH:11]=1. Reported procedure: To a solution of 6-Chloro-1H-indazole-3-carboxylic acid methyl ester (2.94 g, 10.0 mmol) in dry CH2Cl2 (50 mL) cooled to −78 degrees Celsius was added DIBAL-H (3.56 mL, 20.0 mmol) slowly. After the addition was complete, the reaction was allowed to warm to room temperature, where HPLC showed that there was a remaining 10% starting material. Extra DIBAL-H (0.35 mL) was then added and stirred for 10 minutes. The reaction was diluted with EtOAc (1000 mL) and washed with 1 N HCl (2×100 mL). It was f...